From a dataset of the Open Reaction Database (ORD), a public repository of structured organic reaction records. describe an organic reaction: reactants, conditions, products, and yield The reactants are NC1=NC2(COC1)c1cc(Br)ccc1Oc1ccc(-c3ccnc(F)c3)cc12, OB(O)c1cccnc1F, [K+], [K+], [K+], C1COCCO1, O, O=P([O-])([O-])[O-]. The product is NC1=NC2(COC1)c1cc(-c3ccnc(F)c3)ccc1Oc1ccc(-c3cccnc3F)cc12. As a reaction SMILES: [Br:19][c:20]1[cH:21][c:22]2[c:23]([cH:24][cH:25]1)[O:26][c:27]1[cH:28][cH:29][c:30](-[c:40]3[cH:41][c:42]([F:46])[n:43][cH:44][cH:45]3)[cH:31][c:32]1[C:33]21[CH2:34][O:35][CH2:36][C:37]([NH2:39])=[N:38]1.[F:9][c:10]1[n:11][cH:12][cH:13][cH:14][c:15]1[B:16]([OH:17])[OH:18].[K+:6].[K+:7].[K+:8].[O:47]1[CH2:48][CH2:49][O:50][CH2:51][CH2:52]1.[OH2:53].[P:1]([O-:2])([O-:3])([O-:4])=[O:5]>>[F:9][c:10]1[n:11][cH:12][cH:13][cH:14][c:15]1-[c:20]1[cH:21][c:22]2[c:23]([cH:24][cH:25]1)[O:26][c:27]1[cH:28][cH:29][c:30](-[c:40]3[cH:41][c:42]([F:46])[n:43][cH:44][cH:45]3)[cH:31][c:32]1[C:33]21[CH2:34][O:35][CH2:36][C:37]([NH2:39])=[N:38]1. The reactants are N1=CC=CC=2NC(C3=C(NC21)C=CC=C3)=O (5H-benzo[e]pyrido[3,2-b][1,4]diazepin-6(11H)-one), O (water), [H-].[Na+] (sodium hydride), BrCC(CCC1=CC=CC=C1)=O (1-bromo-4-phenylbutan-2-one). Run in CC(=O)N(C)C (dimethylacetamide). Reaction conditions: temperature 0 celsius. Product: O=C(CN1C2=C(NC3=C(C1=O)C=CC=C3)N=CC=C2)CCC2=CC=CC=C2 (5-(2-oxo-4-phenylbutyl)-5H-benzo[e]pyrido[3,2-b][1,4]diazepin-6(11H)-one). Reaction SMILES: [N:1]1[C:11]2[NH:10][C:9]3[CH:12]=[CH:13][CH:14]=[CH:15][C:8]=3[C:7](=[O:16])[NH:6][C:5]=2[CH:4]=[CH:3][CH:2]=1.[H-].[Na+].Br[CH2:20][C:21](=[O:30])[CH2:22][CH2:23][C:24]1[CH:29]=[CH:28][CH:27]=[CH:26][CH:25]=1.O>CC(N(C)C)=O>[O:30]=[C:21]([CH2:22][CH2:23][C:24]1[CH:29]=[CH:28][CH:27]=[CH:26][CH:25]=1)[CH2:20][N:6]1[C:7](=[O:16])[C:8]2[CH:15]=[CH:14][CH:13]=[CH:12][C:9]=2[NH:10][C:11]2[N:1]=[CH:2][CH:3]=[CH:4][C:5]1=2 |f:1.2|. Procedure details: 5H-benzo[e]pyrido[3,2-b][1,4]diazepin-6(11H)-one (0.863 g, 1 eq.) was suspended in dimethylacetamide (DMA) (15 mL). The reaction was cooled to 0° C. and sodium hydride (60% in mineral oil) (360 mg, 2.2 eq.) was added. The reaction was warmed to room temperature and stirred until gas evolution ceased. The reaction was cooled to 0° C. and 1-bromo-4-phenylbutan-2-one (1.1 g, 1.2 eq.) was added. The reaction was stirred at room temperature for 2 hours. The reaction was poured onto 100 mL water and e... The reactants are CCOC(=O)c1c(C)nn2c(CC)ccc2c1-c1cncc(C)c1, CCO, Cl, [K+], [OH-]. Product: CCc1ccc2c(-c3cncc(C)c3)c(C(=O)O)c(C)nn12. Reaction SMILES: [CH2:1]([CH3:2])[c:3]1[cH:4][cH:5][c:6]2[n:7]1[n:8][c:9]([CH3:24])[c:10]([C:19](=[O:20])[O:21][CH2:22][CH3:23])[c:11]2-[c:12]1[cH:13][n:14][cH:15][c:16]([CH3:18])[cH:17]1.[CH3:28][CH2:29][OH:30].[ClH:27].[K+:26].[OH-:25]>>[CH2:1]([CH3:2])[c:3]1[cH:4][cH:5][c:6]2[n:7]1[n:8][c:9]([CH3:24])[c:10]([C:19](=[O:20])[OH:21])[c:11]2-[c:12]1[cH:13][n:14][cH:15][c:16]([CH3:18])[cH:17]1. Reactants: BrC1=CC=2N3C4=C(C=C(C=C4SC2C=C1)OC)C(C(=C3)CC=3C=NC=CC3)=O (10-bromo-5-methoxy-2-(3-pyridylmethyl)-3H-pyrido[3,2,1-kl]phenothiazin-3-one), C(C1=CC=CC=C1)=O (benzaldehyde). Product: C(C1=CC=CC=C1)C=1C(C=2C=C(C=C3SC=4C=CC(=CC4N(C23)C1)Br)OC)=O (2-benzyl-10-bromo-5-methoxy-3H-pyrido[3,2,1-kl]phenothiazin-3-one). Isolated yield 46.0%. Reaction SMILES: [Br:1][C:2]1[CH:15]=[CH:14][C:13]2[S:12][C:11]3[C:6]4=[C:7]([C:18](=[O:28])[C:19]([CH2:21][C:22]5[CH:23]=N[CH:25]=[CH:26][CH:27]=5)=[CH:20][N:5]4[C:4]=2[CH:3]=1)[CH:8]=[C:9]([O:16][CH3:17])[CH:10]=3.[CH:29](=O)C1C=CC=CC=1>>[CH2:21]([C:19]1[C:18](=[O:28])[C:7]2[CH:8]=[C:9]([O:16][CH3:17])[CH:10]=[C:11]3[C:6]=2[N:5]([CH:20]=1)[C:4]1[CH:3]=[C:2]([Br:1])[CH:15]=[CH:14][C:13]=1[S:12]3)[C:22]1[CH:27]=[CH:26][CH:25]=[CH:29][CH:23]=1. Procedure: According to Example 1 <step 4>, the compound (3 g) produced in Example 36 <step 2> was reacted with benzaldehyde (1.25 mL) to obtain the title compound (1.73 g; 46%). Yields the product CCOC(=O)c1ccc(OCc2ccc(Cl)nc2)cc1. Starting materials: O=C([O-])[O-], ClCc1ccc(Cl)nc1, [I-], [K+], [K+], [Na+], CN(C)C=O, O, CCOC(=O)c1ccc(O)cc1. Reaction SMILES: [C:1](=[O:2])([O-:3])[O-:4].[Cl:9][c:10]1[n:11][cH:12][c:13]([CH2:16][Cl:17])[cH:14][cH:15]1.[I-:8].[K+:5].[K+:6].[Na+:7].[O:31]=[CH:32][N:33]([CH3:34])[CH3:35].[OH2:30].[OH:18][c:19]1[cH:20][cH:21][c:22]([C:25](=[O:26])[O:27][CH2:28][CH3:29])[cH:23][cH:24]1>>[Cl:9][c:10]1[n:11][cH:12][c:13]([CH2:16][O:18][c:19]2[cH:20][cH:21][c:22]([C:25](=[O:26])[O:27][CH2:28][CH3:29])[cH:23][cH:24]2)[cH:14][cH:15]1.